Dataset: the Open Reaction Database (ORD), a public repository of structured organic reaction records. Task: describe an organic reaction: reactants, conditions, products, and yield The reactants are ClC=1C=CC=C2C(N(C(NC12)=O)CC1=CC(=CC=C1)C(=O)O)=O (8-chloro-3-(3-carboxybenzyl)quinazoline-2,4(1H,3H)-dione), ClC=1C=CC=C2C(N(C(NC12)=O)CC1=CC(=CC=C1)C(=O)OC)=O (8-chloro-3-(3-methoxycarbonylbenzyl)quinazoline-2,4(1H,3H)-dione), [OH-].[Na+] (NaOH), C(=O)(O)C=1C=C(CN2C(NC(C3=CC=CC=C23)=O)=O)C=CC1 (1-(3-Carboxybenzyl)quinazoline-2,4(1H,3H)-dione), N1(CCNCC1)C1=NC=CC=N1 (2-(piperazin-1-yl)pyrimidine), compound. The product is ClC=1C=CC=C2C(N(C(NC12)=O)CC1=CC(=CC=C1)C(=O)N1CCN(CC1)C1=NC=CC=N1)=O (8-Chloro-3-(3-(4-(pyrimidin-2-yl)piperazine-1-carbonyl)benzyl)quinazoline-2,4(1H,3H)-dione). RXN SMILES: [Cl:1][C:2]1[CH:3]=[CH:4][CH:5]=[C:6]2[C:11]=1[NH:10][C:9](=[O:12])[N:8]([CH2:13][C:14]1[CH:19]=[CH:18][CH:17]=[C:16]([C:20](O)=[O:21])[CH:15]=1)[C:7]2=[O:23].ClC1C=CC=C2C=1NC(=O)N(CC1C=CC=C(C(OC)=O)C=1)C2=O.[OH-].[Na+].C(C1C=C(C=CC=1)CN1C2C(=CC=CC=2)C(=O)NC1=O)(O)=O.[N:72]1([C:78]2[N:83]=[CH:82][CH:81]=[CH:80][N:79]=2)[CH2:77][CH2:76][NH:75][CH2:74][CH2:73]1>>[Cl:1][C:2]1[CH:3]=[CH:4][CH:5]=[C:6]2[C:11]=1[NH:10][C:9](=[O:12])[N:8]([CH2:13][C:14]1[CH:19]=[CH:18][CH:17]=[C:16]([C:20]([N:75]3[CH2:76][CH2:77][N:72]([C:78]4[N:79]=[CH:80][CH:81]=[CH:82][N:83]=4)[CH2:73][CH2:74]3)=[O:21])[CH:15]=1)[C:7]2=[O:23] |f:2.3|. Procedure details: The compound was prepared from 8-chloro-3-(3-carboxybenzyl)quinazoline-2,4(1H,3H)-dione (prepared from 8-chloro-3-(3-methoxycarbonylbenzyl)quinazoline-2,4(1H,3H)-dione and NaOH using a procedure similar to those of compound of Example 2), and 2-(piperazin-1-yl)pyrimidine using a procedure similar to those described for the synthesis of compound of Example 3. 1H NMR (DMSO-d6): 11.15 (s, 1H), 8.38 (d, J=4.8 Hz, 2H), 7.95 (d, J=7.8 Hz, 1H), 7.82 (d, J=7.5 Hz, 1H), 7.50-7.30 (m, 4H), 7.23 (t, J=7.8 ... Reactants: CC1(OCCO1)C1=CC=C(O1)CN1N=CC(=C1)N (1-[5-(2-methyl-[1,3]dioxolan-2-yl)-furan-2-ylmethyl]-1H-pyrazol-4-ylamine), ClC=1C=C(C=CC1)C1=C(N=CO1)C(=O)O (5-(3-chloro-phenyl)-oxazole-4-carboxylic acid), 01b. Yields the product C(C)(=O)C1=CC=C(O1)CN1N=CC(=C1)NC(=O)C=1N=COC1C1=CC(=CC=C1)Cl (5-(3-Chloro-phenyl)-oxazole-4-carboxylic acid [1-(5-acetyl-furan-2-ylmethyl)-1H-pyrazol-4-yl]-amide). Reaction SMILES: [CH3:1][C:2]1([C:7]2[O:11][C:10]([CH2:12][N:13]3[CH:17]=[C:16]([NH2:18])[CH:15]=[N:14]3)=[CH:9][CH:8]=2)[O:6]CCO1.[Cl:19][C:20]1[CH:21]=[C:22]([C:26]2[O:30][CH:29]=[N:28][C:27]=2[C:31](O)=[O:32])[CH:23]=[CH:24][CH:25]=1>>[C:2]([C:7]1[O:11][C:10]([CH2:12][N:13]2[CH:17]=[C:16]([NH:18][C:31]([C:27]3[N:28]=[CH:29][O:30][C:26]=3[C:22]3[CH:23]=[CH:24][CH:25]=[C:20]([Cl:19])[CH:21]=3)=[O:32])[CH:15]=[N:14]2)=[CH:9][CH:8]=1)(=[O:6])[CH3:1]. Procedure: Following general procedure B followed by T, starting from 1-[5-(2-methyl-[1,3]dioxolan-2-yl)-furan-2-ylmethyl]-1H-pyrazol-4-ylamine and 5-(3-chloro-phenyl)-oxazole-4-carboxylic acid. LC-MS-conditions 01b: tR=0.96 min; [M+H]+=411.11. RXN SMILES: C([C:4]#[N:5])(=O)C.[CH2:6]([N:13]([C:24]([O:26][CH2:27][C:28]1[CH:33]=[CH:32][CH:31]=[CH:30][CH:29]=1)=[O:25])[C@H:14]([CH:22]=[O:23])[CH2:15][C:16]1[CH:21]=[CH:20][CH:19]=[CH:18][CH:17]=1)[C:7]1[CH:12]=[CH:11][CH:10]=[CH:9][CH:8]=1.[O:34]1CC[CH2:36][CH2:35]1>[Cl-].[Zn+2].[Cl-]>[CH2:6]([N:13]([C@@H:14]([CH2:15][C:16]1[CH:21]=[CH:20][CH:19]=[CH:18][CH:17]=1)[C@H:22]([O:23][C:35](=[O:34])[CH3:36])[C:4]#[N:5])[C:24]([O:26][CH2:27][C:28]1[CH:29]=[CH:30][CH:31]=[CH:32][CH:33]=1)=[O:25])[C:7]1[CH:8]=[CH:9][CH:10]=[CH:11][CH:12]=1 |f:3.4.5|. Reagents/catalysts: [Cl-].[Zn+2].[Cl-] (zinc chloride). Yield: 83.0%. Reactants: C(C)(=O)C#N (Acetyl cyanide), C(C1=CC=CC=C1)N([C@@H](CC1=CC=CC=C1)C=O)C(=O)OCC1=CC=CC=C1 (N-benzyl-N-benzyloxycarbonyl-L-phenylalaninal), O1CCCC1 (tetrahydrofuran). The product is C(C1=CC=CC=C1)N(C(=O)OCC1=CC=CC=C1)[C@H]([C@@H](C#N)OC(C)=O)CC1=CC=CC=C1 ((2S, 3S)-3-[N-(benzyl)-N-(benzyloxycarbonyl) amino]-2-acetyloxy-4-phenylbutyronitrile). Procedure: Acetyl cyanide (4.55 ml, 64.3 mmol) was added to a mixture of N-benzyl-N-benzyloxycarbonyl-L-phenylalaninal (20.0 g, 53.6 mmol), zinc chloride (8.76 g, 64.3 mmol) and tetrahydrofuran (70 ml) at 5° C. with stirring, and the whole was stirred at 25° C. for 12 hours. After the reaction was finished, tetrahydrofuran was evaporated under reduced pressure. Water was added to the residue, and the whole was extracted with ethyl acetate. The organic layer was washed with water, dried over anhydrous sodiu... The reactants are Cl.C(C)(C)(C)ON (t-Butoxyamine hydrochloride), S1C2=C(C=C1C(C(=O)O)=O)C=CC=C2 (Benzo[b]-thien-2-ylglyoxylic acid), Cl.C(C)(C)(C)ON (t-butoxyamine hydrochloride), [OH-].[Na+] (sodium hydroxide). Solvent: C(C)O (ethanol). Reaction conditions: time 8 hour. The product is C(C)(C)(C)ON=C(C(=O)O)C1=CC2=C(S1)C=CC=C2 (2-t-Butoxyimino-2-(benzo[b]-thien-2-yl)acetic acid). Yield: 38.5%. Reaction SMILES: [S:1]1[C:5]([C:6](=O)[C:7]([OH:9])=[O:8])=[CH:4][C:3]2[CH:11]=[CH:12][CH:13]=[CH:14][C:2]1=2.Cl.[C:16]([O:20][NH2:21])([CH3:19])([CH3:18])[CH3:17].[OH-].[Na+]>C(O)C>[C:16]([O:20][N:21]=[C:6]([C:5]1[S:1][C:2]2[CH:14]=[CH:13][CH:12]=[CH:11][C:3]=2[CH:4]=1)[C:7]([OH:9])=[O:8])([CH3:19])([CH3:18])[CH3:17] |f:1.2,3.4|. Procedure: Benzo[b]-thien-2-ylglyoxylic acid (3.09 g) and t-butoxyamine hydrochloride (1.98 g) were dissolved in 50% aqueous ethanol (100 ml). The solution was adjusted to pH 4.5 with sodium hydroxide solution and maintained at such for 4 hr. at room temperature. Thin-layer chromatography showed incomplete reaction. t-Butoxyamine hydrochloride (500 mg.) was added and the solution kept at room temperature overnight. The alcohol was removed by evaporation and the aqueous phase adjusted to pH 8 and washed wit... Starting materials: COC=1C=C2CCC(NC2=CC1[N+](=O)[O-])=O (6-(methyloxy)-7-nitro-3,4-dihydro-2(1H)-quinolinone), CSC (DMS). The solvent is C1CCOC1 (THF). Conditions: temperature 60 celsius, time 6 hour. The product is COC=1C=C2CCCNC2=CC1[N+](=O)[O-] (6-(methyloxy)-7-nitro1,2,3,4-tetrahydroquinoline). The yield is 72.7%. As a reaction SMILES: [CH3:1][O:2][C:3]1[CH:4]=[C:5]2[C:10](=[CH:11][C:12]=1[N+:13]([O-:15])=[O:14])[NH:9][C:8](=O)[CH2:7][CH2:6]2.CSC>C1COCC1>[CH3:1][O:2][C:3]1[CH:4]=[C:5]2[C:10](=[CH:11][C:12]=1[N+:13]([O-:15])=[O:14])[NH:9][CH2:8][CH2:7][CH2:6]2. Procedure: To a stirred solution of 6-(methyloxy)-7-nitro-3,4-dihydro-2(1H)-quinolinone (75 g of, 0.34 mol, 1 equiv) in THF (1L) was added BH3.DMS (10 M, 150 mL, 1.5 mol, 4.4equiv) dropwise at 25° C. After the addition, the mixture was stirred for 6 h at 60° C. The reaction was cooled and quenched with excess MeOH, concentration under reduced pressure and purified via chromatography on SiO2 t afford 6-(methyloxy)-7-nitro1,2,3,4-tetrahydroquinoline (51.5 g, 73% yield). 1H NMR (400 MHz, DMSO) δ 1.73-1.80 (m,... Reaction SMILES: Cl.[CH2:2]([O:9][C:10]1[CH:18]=[CH:17][C:13]([C:14]([NH2:16])=[NH:15])=[CH:12][CH:11]=1)[CH2:3][CH2:4][CH2:5][CH2:6][CH2:7][CH3:8].C(O[C:22](=O)[C:23](=[CH:26]OCC)[C:24]#[N:25])C.CC[O-].[Na+].[OH-].[Na+].P(Cl)(Cl)([Cl:39])=O>C(O)C>[Cl:39][C:26]1[C:23]([C:24]#[N:25])=[CH:22][N:16]=[C:14]([C:13]2[CH:17]=[CH:18][C:10]([O:9][CH2:2][CH2:3][CH2:4][CH2:5][CH2:6][CH2:7][CH3:8])=[CH:11][CH:12]=2)[N:15]=1 |f:0.1,3.4,5.6|. The solvent is C(C)O (ethanol). Yields the product ClC1=NC(=NC=C1C#N)C1=CC=C(C=C1)OCCCCCCC (4-chloro-5-cyano-2-(4-heptyloxyphenyl)-pyrimidine). Procedure: The starting material can be obtained according to the procedure of A. R. Todd and F. Bergel, J. Chem. Soc. 1937, 365 by reaction of p-n-heptyloxybenzamidine hydrochloride with α-ethoxymethylene-α-cyanoacetic acid ethyl ester and sodium ethylate in ethanol and then with sodium hydroxide solution. The resulting 5-cyano-4-hydroxy-2-(4-n-heptyloxphenyl)-pyrimidine (melting point 180.8° C; smectic up to 231.5° C. (clearing point)) is treated with phosphorus oxychloride to give 4-chloro-5-cyano-2-(4-... Reactants: P(=O)(Cl)(Cl)Cl (phosphorus oxychloride), [OH-].[Na+] (sodium hydroxide), 5-cyano-4-hydroxy-2-(4-n-heptyloxphenyl)-pyrimidine, Cl.C(CCCCCC)OC1=CC=C(C(=N)N)C=C1 (p-n-heptyloxybenzamidine hydrochloride), C(C)OC(C(C#N)=COCC)=O (α-ethoxymethylene-α-cyanoacetic acid ethyl ester), CC[O-].[Na+] (sodium ethylate).